Dataset: the Open Reaction Database (ORD), a public repository of structured organic reaction records. Task: describe an organic reaction: reactants, conditions, products, and yield Reactants: COC1=CC(=CC2=C1OCCO2)C=O (8-Methoxy-2,3-dihydro-benzo[1,4]dioxine-6-carbaldehyde), C[Mg]Cl (methyl magnesium chloride). Run in O1CCCC1 (tetrahydrofuran), C1CCOC1 (THF). Run at temperature 0 celsius. Product: COC1=CC(=CC2=C1OCCO2)C(C)O (1-(8-Methoxy-2,3-dihydro-benzo[1,4]dioxin-6-yl)-ethanol). RXN SMILES: [CH3:1][O:2][C:3]1[C:8]2[O:9][CH2:10][CH2:11][O:12][C:7]=2[CH:6]=[C:5]([CH:13]=[O:14])[CH:4]=1.[CH3:15][Mg]Cl>O1CCCC1>[CH3:1][O:2][C:3]1[C:8]2[O:9][CH2:10][CH2:11][O:12][C:7]=2[CH:6]=[C:5]([CH:13]([OH:14])[CH3:15])[CH:4]=1. Reported procedure: In a 250 mL round-bottomed flask, 0.60 g (3.1 mmol) of 10 was dissolved in 15 mL of anhydrous tetrahydrofuran. The solution was cooled to 0° C. and treated with 1.1 mL (3.3 mmol) of 3M methyl magnesium chloride in THF. The reaction was stirred for a few minutes then quenched with a 1N HCl solution. The mixture was extracted with ethyl acetate. The organic extract was washed with brine, dried (Na2SO4), filtered, and evaporated in vacuo to afford the alcohol 11. The reactants are Intermediate I, FC1=C(N)C=CC=C1 (2-fluoroaniline), BrC=1C=CC=2N(C1)C=C(N2)C(=O)OCC (ethyl 6-bromoimidazo[1,2-a]pyridine-2-carboxylate). The product is BrC=1C=CC=2N(C1)C=C(N2)C(=O)NC2=C(C=CC=C2)F (6-Bromo-N-(2-fluorophenyl)imidazo[1,2-a]pyridine-2-carboxamide). Reaction SMILES: [F:1][C:2]1[CH:8]=[CH:7][CH:6]=[CH:5][C:3]=1[NH2:4].[Br:9][C:10]1[CH:11]=[CH:12][C:13]2[N:14]([CH:16]=[C:17]([C:19](OCC)=[O:20])[N:18]=2)[CH:15]=1>>[Br:9][C:10]1[CH:11]=[CH:12][C:13]2[N:14]([CH:16]=[C:17]([C:19]([NH:4][C:3]3[CH:5]=[CH:6][CH:7]=[CH:8][C:2]=3[F:1])=[O:20])[N:18]=2)[CH:15]=1. Procedure details: The title compound was prepared by using procedures analogous to those described for the synthesis of Intermediate I, using 2-fluoroaniline and ethyl 6-bromoimidazo[1,2-a]pyridine-2-carboxylate as starting materials. Solvent: CO (methanol), CO (methanol). Product: COCCCCCCCOC1=CC=C(C(=O)OC)C=C1 (methyl 4-(7-methoxyheptyloxy)benzoate). Starting materials: BrCCCCCCCOC1=CC=C(C(=O)OC)C=C1 (methyl 4-[7-bromo-n-heptyloxy)benzoate), C[O-].[Na+] (sodium methoxide). Procedure: A solution of methyl 4-[7-bromo-n-heptyloxy)benzoate (2.3 g) in methanol (50 ml) and a solution of 28% sodium methoxide in methanol (3.5 ml) was refluxed for 12 hours with stirring. The reaction mixture was concentrated under reduced pressure and water was added to the residue and adjusted to pH 1 using hydrochloric acid. The precipitates were collected by filtration, washed with water and dried in vacuo to give an oil. The oil was subjected to column chromatography on silica gel (silica gel 60 ... As a reaction SMILES: Br[CH2:2][CH2:3][CH2:4][CH2:5][CH2:6][CH2:7][CH2:8][O:9][C:10]1[CH:19]=[CH:18][C:13]([C:14]([O:16][CH3:17])=[O:15])=[CH:12][CH:11]=1.[CH3:20][O-:21].[Na+]>CO>[CH3:20][O:21][CH2:2][CH2:3][CH2:4][CH2:5][CH2:6][CH2:7][CH2:8][O:9][C:10]1[CH:19]=[CH:18][C:13]([C:14]([O:16][CH3:17])=[O:15])=[CH:12][CH:11]=1 |f:1.2|. Starting materials: NCC1=C2N=C(C(=NC2=CC(=C1)[N+](=O)[O-])OC)OC (5-aminomethyl-7-nitro-2,3-dimethoxyquinoxaline), S(=O)(=O)([O-])[O-].[Mg+2] (magnesium sulfate), O=C(CP(OC)(OC)=O)C (dimethyl 2-oxopropylphosphonate), C(#N)[BH3-].[Na+] (sodium cyanoborohydride). The solvent is ClCCl (dichloromethane), C(C)(=O)O (acetic acid), CO (methanol). Conditions: time 4 hour. Yields the product COC1=NC2=CC(=CC(=C2N=C1OC)CNC(CP(OC)(OC)=O)C)[N+](=O)[O-] (Dimethyl N-(2,3-dimethoxy-7-nitroquinoxalin-5-ylmethyl)-β-aminopropylphosphonate). As a reaction SMILES: [NH2:1][CH2:2][C:3]1[CH:12]=[C:11]([N+:13]([O-:15])=[O:14])[CH:10]=[C:9]2[C:4]=1[N:5]=[C:6]([O:18][CH3:19])[C:7]([O:16][CH3:17])=[N:8]2.S([O-])([O-])(=O)=O.[Mg+2].O=[C:27]([CH3:35])[CH2:28][P:29](=[O:34])([O:32][CH3:33])[O:30][CH3:31].C([BH3-])#N.[Na+]>ClCCl.C(O)(=O)C.CO>[CH3:17][O:16][C:7]1[C:6]([O:18][CH3:19])=[N:5][C:4]2[C:9](=[CH:10][C:11]([N+:13]([O-:15])=[O:14])=[CH:12][C:3]=2[CH2:2][NH:1][CH:27]([CH3:35])[CH2:28][P:29](=[O:34])([O:32][CH3:33])[O:30][CH3:31])[N:8]=1 |f:1.2,4.5|. Procedure details: 200 mg (0.757 mmol) of 5-aminomethyl-7-nitro-2,3-dimethoxyquinoxaline, 547 mg (4.5 eq.) of magnesium sulfate and 163 mg (1.3 eq.) of dimethyl 2-oxopropylphosphonate are stirred at room temperature for 20 hours in 8 ml of dichloromethane. 4 ml of methanol, 0.095 ml of acetic acid and 52 mg (1.1 eq.) of sodium cyanoborohydride are then added and stirred for 4 hours. The reaction mixture is then filtered and the filtrate is extracted with water and brine. The organic phases are combined, dried over... Starting materials: [Br-], [Cl-], O=c1[nH]ncc(Cl)c1Cl, [NH4+], C1CCOC1, [Mg+]c1ccccc1. Product: O=c1[nH]ncc(Cl)c1-c1ccccc1. RXN SMILES: [Br-:1].[Cl-:18].[Cl:9][c:10]1[c:11](=[O:17])[nH:12][n:13][cH:14][c:15]1[Cl:16].[NH4+:19].[O:20]1[CH2:21][CH2:22][CH2:23][CH2:24]1.[c:2]1([Mg+:8])[cH:3][cH:4][cH:5][cH:6][cH:7]1>>[c:2]1(-[c:10]2[c:11](=[O:17])[nH:12][n:13][cH:14][c:15]2[Cl:16])[cH:3][cH:4][cH:5][cH:6][cH:7]1. Starting materials: Cl.N[C@H]1[C@@H](C=2C=CC(=C(C2CC1)C(=O)N)OCC1=CC=CC=C1)O (trans-6-amino-2-benzyloxy-5-hydroxy-5,6,7,8-tetrahydro-1-naphthalenecarboxamide hydrochloride), C(C1=CC=CC=C1)CC(C)=O (benzylacetone), C(#N)[BH3-].[Na+] (sodium cyanoborohydride). Solvent: CO (methanol), O (water). Conditions: time 8 hour. Yields the product Cl.C(C1=CC=CC=C1)OC1=C(C=2CC[C@H]([C@@H](C2C=C1)O)NC(CCC1=CC=CC=C1)C)C(=O)N (trans-2-benzyloxy-5-hydroxy-6-(1-methyl-3-phenylpropylamino)-5,6,7,8-tetrahydro-1-naphthalenecarboxamide hydrochloride). The yield is 60.9%. Reaction SMILES: [ClH:1].[NH2:2][C@@H:3]1[CH2:12][CH2:11][C:10]2[C:9]([C:13]([NH2:15])=[O:14])=[C:8]([O:16][CH2:17][C:18]3[CH:23]=[CH:22][CH:21]=[CH:20][CH:19]=3)[CH:7]=[CH:6][C:5]=2[C@H:4]1[OH:24].[CH2:25]([CH2:32][C:33](=O)[CH3:34])[C:26]1[CH:31]=[CH:30][CH:29]=[CH:28][CH:27]=1.C([BH3-])#N.[Na+]>CO.O>[ClH:1].[CH2:17]([O:16][C:8]1[CH:7]=[CH:6][C:5]2[C@@H:4]([OH:24])[C@H:3]([NH:2][CH:33]([CH3:34])[CH2:32][CH2:25][C:26]3[CH:31]=[CH:30][CH:29]=[CH:28][CH:27]=3)[CH2:12][CH2:11][C:10]=2[C:9]=1[C:13]([NH2:15])=[O:14])[C:18]1[CH:23]=[CH:22][CH:21]=[CH:20][CH:19]=1 |f:0.1,3.4,7.8|. Procedure: In 30 ml of methanol was dissolved 1 g of trans-6-amino-2-benzyloxy-5-hydroxy-5,6,7,8-tetrahydro-1-naphthalenecarboxamide hydrochloride, followed by addition of 5 g of benzylacetone. Then, under ice-cooling, 1 g of sodium cyanoborohydride was added and the mixture was allowed to stand at room temperature overnight. The reaction mixture was diluted with 300 ml of water and extracted 3 times with 30 ml of CHCl3. The CHCl3 layers were combined, washed with water, dried and concentrated under reduce... Reaction SMILES: [N:1]1[CH:6]=[CH:5][CH:4]=[C:3]([CH2:7]O)[CH:2]=1.[BrH:9]>CCOC(C)=O>[BrH:9].[Br:9][CH2:7][C:3]1[CH:2]=[N:1][CH:6]=[CH:5][CH:4]=1 |f:3.4|. Isolated yield 122.9%. Procedure details: To 3-pyridylcarbinol (2 g, 18.3 mmol) was added 47-49% hydrobromic acid (2 mL, 13.7 mmol). The solution was refluxed for 3 hours. The solution was diluted with EtOAc and extracted thrice with EtOAc. The organic layer was dried over MgSO4, filtered and concentrated under reduced pressure to give a solid. The solid was recrystallized in ethanol to afford the title compound as a white solid (2.13 g, 45.8%). ES (+) MS m/e=173 (M+H). The solvent is CCOC(=O)C (EtOAc). The product is Br.BrCC=1C=NC=CC1 (3-bromomethyl pyridine hydrobromide). Reactants: N1=CC(=CC=C1)CO (3-pyridylcarbinol), Br (hydrobromic acid). Starting materials: C(C1=CC=CC=C1)(C1=CC=CC=C1)N1CCNCC1 (benzhydrylpiperazine), ClCCOCCO (2-(2-chloroethoxy)-ethanol), C([O-])([O-])=O.[K+].[K+] (potassium carbonate), [I-].[K+] (potassium iodide). Solvent: CN(C)C=O (DMF). The product is C1(=CC=CC=C1)C(N1CCN(CC1)CCOCCO)C1=CC=CC=C1 (2-(2-(4-diphenylmethyl-piperazin-1-yl)-ethoxy]-ethanol). Reaction SMILES: [CH:1]([N:14]1[CH2:19][CH2:18][NH:17][CH2:16][CH2:15]1)([C:8]1[CH:13]=[CH:12][CH:11]=[CH:10][CH:9]=1)[C:2]1[CH:7]=[CH:6][CH:5]=[CH:4][CH:3]=1.Cl[CH2:21][CH2:22][O:23][CH2:24][CH2:25][OH:26].C(=O)([O-])[O-].[K+].[K+].[I-].[K+]>CN(C=O)C>[C:2]1([CH:1]([C:8]2[CH:13]=[CH:12][CH:11]=[CH:10][CH:9]=2)[N:14]2[CH2:19][CH2:18][N:17]([CH2:21][CH2:22][O:23][CH2:24][CH2:25][OH:26])[CH2:16][CH2:15]2)[CH:7]=[CH:6][CH:5]=[CH:4][CH:3]=1 |f:2.3.4,5.6|. Reported procedure: 71.7 g (284 mmol) benzhydrylpiperazine, 45 g (361 mmol) 2-(2-chloroethoxy)-ethanol, 43.2 g (312 mmol) potassium carbonate and 9.4 g (57 mmol) potassium iodide are stirred in 400 ml absolute DMF for 8 hours at 75° C. After cooling, the solution is concentrated under vacuum. The residue is distributed between acetic acid ethyl ester and water. The aqueous phase is extracted twice with acetic acid ethyl ester and the combined organic phases are washed three times with saturated sodium chloride solu...